The task is: describe an organic reaction: reactants, conditions, products, and yield. This data is from the Open Reaction Database (ORD), a public repository of structured organic reaction records. Reactants: C(=O)(N1C=NC=C1)N1C=NC=C1 (1,1′-carbonyldiimidazole), COC(=O)C12CCC(CC1)(CC2)C(=O)O (4-(methoxycarbonyl)bicyclo[2.2.2]octane-1-carboxylic acid), FC1=CC=C(C(N)=NO)C=C1 (4-fluorobenzamidoxime). Run in ClCCl (dichloromethane). Conditions: time 1 hour. The product is FC1=CC=C(C=C1)C1=NOC(=N1)C12CCC(CC1)(CC2)C(=O)OC (methyl 4-[3-(4-fluorophenyl)-1,2,4-oxadiazol-5-yl]bicyclo[2.2.2]octane-1-carboxylate). As a reaction SMILES: [CH3:1][O:2][C:3]([C:5]12[CH2:12][CH2:11][C:8]([C:13](O)=O)([CH2:9][CH2:10]1)[CH2:7][CH2:6]2)=[O:4].C(N1C=CN=C1)(N1C=CN=C1)=O.[F:28][C:29]1[CH:38]=[CH:37][C:32]([C:33](=[N:35][OH:36])[NH2:34])=[CH:31][CH:30]=1>ClCCl>[F:28][C:29]1[CH:38]=[CH:37][C:32]([C:33]2[N:34]=[C:13]([C:8]34[CH2:11][CH2:12][C:5]([C:3]([O:2][CH3:1])=[O:4])([CH2:6][CH2:7]3)[CH2:10][CH2:9]4)[O:36][N:35]=2)=[CH:31][CH:30]=1. Reported procedure: To a suspension of 4-(methoxycarbonyl)bicyclo[2.2.2]octane-1-carboxylic acid (7-A) (0.906 g, 4.27 mmol) in dichloromethane (20 mL) was added 1,1′-carbonyldiimidazole (1.04 g, 6.41 mmol). The reaction turned into a clear solution instantly with evolving of gas. After the mixture was stirred at room temperature for 1 h, 4-fluorobenzamidoxime was added (1.98 g, 12.8 mmol). Stirring was continued overnight. The mixture was then concentrated and the residue was refluxed in toluene for 16 h. The mixtu... Starting materials: NC1=CC(=C(C=C1)C)C (3,4-xylidine), CCCCCCCCCCCCC (n-tridecane), C1(=CC=CC=C1)C (toluene), IC=1C=C(CCC(=O)OCC)C=CC1 (ethyl 3-iododihydrocinnamate), C([O-])([O-])=O.[K+].[K+] (potassium carbonate). The reagents and catalysts are O.O.O.O.O.S(=O)(=O)([O-])[O-].[Cu+2] (copper sulfate pentahydrate). Conditions: temperature 230 celsius. Yields the product C(C)OC(=O)CCC=1C=C(C=CC1)N(C1=CC(=C(C=C1)C)C)C1=CC(=CC=C1)CCC(=O)OCC (N, N-bis[3-(2-ethoxycarbonylethyl)phenyl]-3,4-xylidine). As a reaction SMILES: [NH2:1][C:2]1[CH:7]=[CH:6][C:5]([CH3:8])=[C:4]([CH3:9])[CH:3]=1.I[C:11]1[CH:12]=[C:13]([CH:21]=[CH:22][CH:23]=1)[CH2:14][CH2:15][C:16]([O:18][CH2:19][CH3:20])=[O:17].[C:24](=[O:27])([O-])[O-:25].[K+].[K+].CCCCC[CH2:35][CH2:36][CH2:37][CH2:38][CH2:39][CH2:40][CH2:41][CH3:42].[C:43]1(C)C=CC=C[CH:44]=1>O.O.O.O.O.S([O-])([O-])(=O)=O.[Cu+2]>[CH2:19]([O:18][C:16]([CH2:15][CH2:14][C:13]1[CH:12]=[C:11]([N:1]([C:41]2[CH:40]=[CH:39][CH:38]=[C:37]([CH2:36][CH2:35][C:24]([O:25][CH2:43][CH3:44])=[O:27])[CH:42]=2)[C:2]2[CH:7]=[CH:6][C:5]([CH3:8])=[C:4]([CH3:9])[CH:3]=2)[CH:23]=[CH:22][CH:21]=1)=[O:17])[CH3:20] |f:2.3.4,7.8.9.10.11.12.13|. Reported procedure: In a 100 ml-volume flask, 6 g of 3,4-xylidine, 34 g of ethyl 3-iododihydrocinnamate, 19 g of potassium carbonate, 5 g of copper sulfate pentahydrate and 20 ml of n-tridecane were placed, and the mixture was reacted under heating at 230° C. for 10 hours in a nitrogen stream. After the reaction, the system was cooled to room temperature, the reaction mixture was dissolved in 50 ml of toluene, insoluble matters were filtered, and the filtrate was purified by silica gel column chromatography using t...